This data is from the Open Reaction Database (ORD), a public repository of structured organic reaction records. The task is: describe an organic reaction: reactants, conditions, products, and yield The reactants are C(C)(C)(C)OC(C1=C(C=C(C=C1)C=O)C)=O (4-formyl-2-methyl-benzoic acid tert-butyl ester), C(C)(=O)[O-].[Na+] (sodium acetate), Cl.CNO (N-methylhydroxylamine hydrochloride). Solvent: O1CCCC1.O (tetrahydrofuran water), C(C)(=O)OCC (ethyl acetate), O (water). Run at temperature 50 celsius, time 15 hour. The product is C(C)(C)(C)OC(=O)C1=C(C=C(C=C=[N+]([O-])C)C=C1)C ((4-tert-butoxycarbonyl-3-methyl-benzylidene)-N-methyl-nitrone). Yield: 76.8%. RXN SMILES: [C:1]([O:5][C:6](=[O:16])[C:7]1[CH:12]=[CH:11][C:10]([CH:13]=O)=[CH:9][C:8]=1[CH3:15])([CH3:4])([CH3:3])[CH3:2].[C:17]([O-])(=O)C.[Na+].Cl.[CH3:23][NH:24][OH:25]>O1CCCC1.O.C(OCC)(=O)C.O>[C:1]([O:5][C:6]([C:7]1[CH:12]=[CH:11][C:10]([CH:13]=[C:23]=[N+:24]([CH3:17])[O-:25])=[CH:9][C:8]=1[CH3:15])=[O:16])([CH3:4])([CH3:3])[CH3:2] |f:1.2,3.4,5.6|. Reported procedure: To a solution of 4-formyl-2-methyl-benzoic acid tert-butyl ester (Example I2) (1.57 g) in tetrahydrofuran/water (3:1) (20 ml) was added sodium acetate (0.67 g) and N-methylhydroxylamine hydrochloride (0.69 g). The reaction mixture was stirred at 50° C. for 15 hours. The reaction mixture was diluted with ethyl acetate and water. The phases were separated and the organic layer was washed with water, dried over sodium sulfate and concentrated. The residue was purified by column chromatography on si... As a reaction SMILES: [CH2:26]1[O:27][CH2:28][CH2:29][CH2:30]1.[CH3:1][O:2][C:3](=[O:4])[CH:5]1[CH:6]2[CH2:7][CH2:8][CH:9]([CH2:10][CH:11]1[c:12]1[cH:13][c:14]([Cl:19])[c:15]([Cl:18])[cH:16][cH:17]1)[N:20]2[CH3:21].[CH3:31][OH:32].[ClH:25].[Li+:23].[OH-:22].[OH2:24].[OH2:33]>>[O:2]=[C:3]([OH:4])[CH:5]1[CH:6]2[CH2:7][CH2:8][CH:9]([CH2:10][CH:11]1[c:12]1[cH:13][c:14]([Cl:19])[c:15]([Cl:18])[cH:16][cH:17]1)[N:20]2[CH3:21]. The product is CN1C2CCC1C(C(=O)O)C(c1ccc(Cl)c(Cl)c1)C2. Starting materials: C1CCOC1, COC(=O)C1C(c2ccc(Cl)c(Cl)c2)CC2CCC1N2C, CO, Cl, [Li+], [OH-], O, O. The reactants are CCOC(=O)C (EtOAc), product, CC=1C(=C(C=CC1)O)NC(C)=O (3-methyl-2-acetamidophenol), C(Cl)C1CO1 (epichlorohydrin), [OH-].[Na+] (NaOH). The reagents and catalysts are [Cl-].C(C)[N+](CC1=CC=CC=C1)(CC)CC (Triethylbenzylammonium chloride). Solvent: CCCCCCC (heptane). Run at temperature 70 celsius, time 15 minute. Product: CC1=C(C(=CC=C1)OCC1OC1)NC(C)=O (N-(2-Methyl-6-oxiranylmethoxy-phenyl)-acetamide). Reaction SMILES: [CH3:1][C:2]1[C:3]([NH:9][C:10](=[O:12])[CH3:11])=[C:4]([OH:8])[CH:5]=[CH:6][CH:7]=1.[CH2:13]([CH:15]1[O:17][CH2:16]1)Cl.[OH-].[Na+].CCOC(C)=O>[Cl-].C([N+](CC)(CC)CC1C=CC=CC=1)C.CCCCCCC>[CH3:1][C:2]1[CH:7]=[CH:6][CH:5]=[C:4]([O:8][CH2:13][CH:15]2[CH2:16][O:17]2)[C:3]=1[NH:9][C:10](=[O:12])[CH3:11] |f:2.3,5.6|. Procedure details: A mixture of 3-methyl-2-acetamidophenol (0.165 g, 1 mmol), and epichlorohydrin (1.84 g, 20 mmol) was stirred at 70° C. to afford a clear solution. Triethylbenzylammonium chloride (0.15 g, 1 mmol) was then added and stirring was continued at 125° C. for 15 minutes. After cooling to room temperature 1M NaOH solution was added and the solution was extracted with dichloromethane. The organic extract was washed with water and dried. After evaporation of the dichloromethane the resulting brownish oil ... Reactants: COC(=O)C=1N=CN(C1)C(C1=CC=CC=C1)(C1=CC=CC=C1)C1=CC=CC=C1 (1-trityl-1H-imidazole-4-carboxylic acid methyl ester), [OH-].[Na+] (sodium hydroxide), Cl (hydrochloric acid). The solvent is O (water), CO (methanol), C(C)(=O)OCC (ethyl acetate). Conditions: temperature 25 celsius, time 18 hour. Product: C(C1=CC=CC=C1)(C1=CC=CC=C1)(C1=CC=CC=C1)N1C=NC(=C1)C(=O)O (1-trityl-1H-imidazole-4-carboxylic acid). The yield is 95.1%. As a reaction SMILES: C[O:2][C:3]([C:5]1[N:6]=[CH:7][N:8]([C:10]([C:23]2[CH:28]=[CH:27][CH:26]=[CH:25][CH:24]=2)([C:17]2[CH:22]=[CH:21][CH:20]=[CH:19][CH:18]=2)[C:11]2[CH:16]=[CH:15][CH:14]=[CH:13][CH:12]=2)[CH:9]=1)=[O:4].[OH-].[Na+].Cl>CO.O.C(OCC)(=O)C>[C:10]([N:8]1[CH:9]=[C:5]([C:3]([OH:4])=[O:2])[N:6]=[CH:7]1)([C:17]1[CH:22]=[CH:21][CH:20]=[CH:19][CH:18]=1)([C:11]1[CH:16]=[CH:15][CH:14]=[CH:13][CH:12]=1)[C:23]1[CH:28]=[CH:27][CH:26]=[CH:25][CH:24]=1 |f:1.2|. Procedure: A solution of 1-trityl-1H-imidazole-4-carboxylic acid methyl ester (1.75 g, 4.60 mmol) in methanol (50 mL) at 25° C. was treated with a 1N aqueous sodium hydroxide solution (13.8 mL, 13.8 mmol). The reaction was stirred at 25° C. for 18 h and then heated to 50° C. for 1.5 h. At this time, the reaction was cooled to 25° C. and diluted with water (150 mL). The aqueous layer was brought to pH=1 by treatment with a 1N aqueous hydrochloric acid solution and then diluted with ethyl acetate (250 mL). T... The reagents and catalysts are [Pd] (palladium on carbon). Isolated yield 98.0%. Procedure: The product of Step J, 85 mg was dissolved in 10 mL of methanol and 10 mL of THF, and to it was added 0.10 g of 10% palladium on carbon. The mixture was stirred under an atmosphere of hydrogen for 48 hours at room temperature, then filtered and concentrated to dryness. The residue was dissolved in 10 mL of hot ethanol and 20 mL water was added. On cooling the white solid precipitate was collected and dried under vacuum over P2O5. The yield was 72 mg (98% yield) of pure product: mp 218°-219° C. (... Run at time 48 hour. RXN SMILES: [OH:1][C@@H:2]1[CH2:10][C:9]2[C:4](=[CH:5][CH:6]=[CH:7][CH:8]=2)[C@@H:3]1[NH:11][C:12](=[O:48])[C@H:13]([CH2:33][C:34]1[CH:39]=[CH:38][C:37]([O:40]CC2C=CC=CC=2)=[CH:36][CH:35]=1)[CH2:14][C@H:15]([OH:32])[C@@H:16]([NH:24][C:25]([O:27][C:28]([CH3:31])([CH3:30])[CH3:29])=[O:26])[CH2:17][C:18]1[CH:23]=[CH:22][CH:21]=[CH:20][CH:19]=1>CO.C1COCC1.[Pd]>[OH:1][C@@H:2]1[CH2:10][C:9]2[C:4](=[CH:5][CH:6]=[CH:7][CH:8]=2)[C@@H:3]1[NH:11][C:12](=[O:48])[C@H:13]([CH2:33][C:34]1[CH:39]=[CH:38][C:37]([OH:40])=[CH:36][CH:35]=1)[CH2:14][C@H:15]([OH:32])[C@@H:16]([NH:24][C:25]([O:27][C:28]([CH3:30])([CH3:31])[CH3:29])=[O:26])[CH2:17][C:18]1[CH:23]=[CH:22][CH:21]=[CH:20][CH:19]=1. Reactants: O[C@H]1[C@H](C2=CC=CC=C2C1)NC([C@@H](C[C@@H]([C@H](CC1=CC=CC=C1)NC(=O)OC(C)(C)C)O)CC1=CC=C(C=C1)OCC1=CC=CC=C1)=O (N-(2(R)-hydroxy-1(S)-indanyl)-5(S)-(1,1-dimethylethoxycarbonylamino)-4(S)hydroxy-6-phenyl-2(R)-(4-benzyloxyphenylmethyl) hexanamide). The solvent is CO (methanol), C1CCOC1 (THF). Product: O[C@H]1[C@H](C2=CC=CC=C2C1)NC([C@@H](C[C@@H]([C@H](CC1=CC=CC=C1)NC(=O)OC(C)(C)C)O)CC1=CC=C(C=C1)O)=O (N-(2(R)-hydroxy-1(S)-indanyl)-5(S)-(1,1-dimethylethoxycarbonylamino)-4(S)hydroxy-6-phenyl-2(R)-(4-hydroxyphenylmethyl)hexanamide). RXN SMILES: [CH3:1][C:2]1[NH:6][C:5]([C:7]2[CH:8]=[N:9][CH:10]=[CH:11][CH:12]=2)=[N:4][C:3]=1[C:13](=[O:15])[CH3:14].[CH3:16][I:17]>CC(C)=O>[I-:17].[C:13]([C:3]1[N:4]=[C:5]([C:7]2[CH:8]=[N+:9]([CH3:16])[CH:10]=[CH:11][CH:12]=2)[NH:6][C:2]=1[CH3:1])(=[O:15])[CH3:14] |f:3.4|. Reported procedure: A 3.0 g (0.015 mole) amount of 1-[5-methyl-2-(3-pyridinyl)-1H-imidazol-4-yl]ethanone in 300 ml of acetone was treated with 3.0 ml of methyl iodide. The reaction mixture was allowed to stand at room temperature for 24 hours. The precipitate formed was collected by filtration and was washed with 50 ml each of acetone and ether then was dried in vacuo at 60° C. to yield 1.9 g of the desired product as a yellow solid, mp 258°-260° C. (dec.). Solvent: CC(=O)C (acetone). Reactants: CC1=C(N=C(N1)C=1C=NC=CC1)C(C)=O (1-[5-methyl-2-(3-pyridinyl)-1H-imidazol-4-yl]ethanone), CI (methyl iodide). Yields the product [I-].C(C)(=O)C=1N=C(NC1C)C=1C=[N+](C=CC1)C (3-(4-Acetyl-5-methyl-1H-imidazol-2-yl)-1-methylpyridinium iodide). Reaction conditions: time 24 hour. Reactants: C(CCC)OC1=CN=C(O1)C(=O)OCC (Ethyl 5-butoxy-1,3-oxazole-2-carboxylate), ClC=1C=C(CN2C(C=CCC2)=O)C=CC1F (1-(3-Chloro-4-fluorobenzyl)-5,6-dihydropyridin-2(1H)-one). Solvent: O (water), O (water). Reaction conditions: temperature 135 celsius, time 72 hour. Yields the product ClC=1C=C(CN2C(C=3C(=CN=C(C3CC2)C(=O)OCC)O)=O)C=CC1F (Ethyl 6-(3-chloro-4-fluorobenzyl)-4-hydroxy-5-oxo-5,6,7,8-tetrahydro-2,6-naphthyridine-1-carboxylate). As a reaction SMILES: C(O[C:6]1[O:10][C:9]([C:11]([O:13][CH2:14][CH3:15])=[O:12])=[N:8][CH:7]=1)CCC.[Cl:16][C:17]1[CH:18]=[C:19]([CH:28]=[CH:29][C:30]=1[F:31])[CH2:20][N:21]1[CH2:26][CH2:25][CH:24]=[CH:23][C:22]1=[O:27]>O>[Cl:16][C:17]1[CH:18]=[C:19]([CH:28]=[CH:29][C:30]=1[F:31])[CH2:20][N:21]1[CH2:26][CH2:25][C:24]2[C:9]([C:11]([O:13][CH2:14][CH3:15])=[O:12])=[N:8][CH:7]=[C:6]([OH:10])[C:23]=2[C:22]1=[O:27]. Procedure details: A mixture of ethyl 5-butoxy-1,3-oxazole-2-carboxylate (248 g, 1.16 mol; Example 1, step 5), 1-(3-chloro-4-fluorobenzyl)-5,6-dihydropyridin-2(1H)-one (199.2 g, 0.83 mol; Example 1, step 2), and deionized water (22.5 mL, 1.25 mol) in a glass lined stainless steel high pressure reactor (with the interstitial space between the liner and the pressure vessel was filled with water) was heated at 135° C. with stirring for 72 hours. The product mixture was cooled in an ice-water bath and the gaseous by-p...